From a dataset of the Open Reaction Database (ORD), a public repository of structured organic reaction records. describe an organic reaction: reactants, conditions, products, and yield The reactants are CC1(OC2=C(C(=CC(=C2CC1)C)C)C)C (2,2,5,7,8-pentamethylchroman), ClS(=O)(=O)O (Chlorosulphonic acid), solvent. Solvent: ClC(Cl)Cl (trichloromethane). Run at temperature 0 celsius, time 15 minute. The product is S(=O)(=O)(C1=C(C)C=2CCC(C)(C)OC2C(C)=C1C)Cl (Pmc-Cl). Isolated yield 39.7%. As a reaction SMILES: [CH3:1][C:2]1([CH3:15])[CH2:11][CH2:10][C:9]2[C:4](=[C:5]([CH3:14])[C:6]([CH3:13])=[CH:7][C:8]=2[CH3:12])[O:3]1.[Cl:16][S:17](O)(=[O:19])=[O:18]>ClC(Cl)Cl>[S:17]([Cl:16])([C:7]1[C:6]([CH3:13])=[C:5]([CH3:14])[C:4]2[O:3][C:2]([CH3:15])([CH3:1])[CH2:11][CH2:10][C:9]=2[C:8]=1[CH3:12])(=[O:19])=[O:18]. Procedure details: The starting material for this synthesis was 2,2,5,7,8-pentamethylchroman and 77.55 g, 0.38 mol was dissolved in trichloromethane (1 liter) and cooled to 0° C. Chlorosulphonic acid (176.85 g, 1.52 mol) in a further 800 ml of solvent was added and the mixture stirred for 15 minutes at 0° C. and then for a further hour without cooling. The reaction mixture was poured onto ice and the organic layer separated off. This organic layer was then washed with 5% sodium carbonate solution, with saturated s... Starting materials: C(C)(C)(C)C1=NOC(=C1)NC(=O)NC1=C(C=CC(=C1)C1=CC2=C(N=C(N=C2)S(=O)C)N(C1=O)C)F (1-(3-t-butylisoxazol-5-yl)-3-(2-fluoro-5-(8-methyl-2-(methylsulfinyl)-7-oxo-7,8-dihydropyrido[2,3-d]pyrimidin-6-yl)phenyl)urea), C[C@H](C1=CC=CC=C1)N ((R)-(+)-alpha-methylbenzylamine). Product: C(C)(C)(C)C1=NOC(=C1)NC(=O)NC1=C(C=CC(=C1)C1=CC2=C(N=C(N=C2)N[C@H](C)C2=CC=CC=C2)N(C1=O)C)F ((R)-1-(3-tert-butylisoxazol-5-yl)-3-(2-fluoro-5-(8-methyl-7-oxo-2-(1-phenylethylamino)-7,8-dihydropyrido[2,3-d]pyrimidin-6-yl)phenyl)urea). The yield is 29.5%. RXN SMILES: [C:1]([C:5]1[CH:9]=[C:8]([NH:10][C:11]([NH:13][C:14]2[CH:19]=[C:18]([C:20]3[C:32](=[O:33])[N:31]([CH3:34])[C:23]4[N:24]=[C:25](S(C)=O)[N:26]=[CH:27][C:22]=4[CH:21]=3)[CH:17]=[CH:16][C:15]=2[F:35])=[O:12])[O:7][N:6]=1)([CH3:4])([CH3:3])[CH3:2].[CH3:36][C@@H:37]([NH2:44])[C:38]1[CH:43]=[CH:42][CH:41]=[CH:40][CH:39]=1>>[C:1]([C:5]1[CH:9]=[C:8]([NH:10][C:11]([NH:13][C:14]2[CH:19]=[C:18]([C:20]3[C:32](=[O:33])[N:31]([CH3:34])[C:23]4[N:24]=[C:25]([NH:44][C@@H:37]([C:38]5[CH:43]=[CH:42][CH:41]=[CH:40][CH:39]=5)[CH3:36])[N:26]=[CH:27][C:22]=4[CH:21]=3)[CH:17]=[CH:16][C:15]=2[F:35])=[O:12])[O:7][N:6]=1)([CH3:4])([CH3:3])[CH3:2]. Procedure details: Using a procedure analogous to Example 57, 1-(3-t-butylisoxazol-5-yl)-3-(2-fluoro-5-(8-methyl-2-(methylsulfinyl)-7-oxo-7,8-dihydropyrido[2,3-d]pyrimidin-6-yl)phenyl)urea from Example 43 (0.150 g, 0.311 mmol, 1.00 eq) and (R)-(+)-alpha-methylbenzylamine (0.0846 ml, 0.656 mmol, 3.00 eq) were combined to afford (R)-1-(3-tert-butylisoxazol-5-yl)-3-(2-fluoro-5-(8-methyl-7-oxo-2-(1-phenylethylamino)-7,8-dihydropyrido[2,3-d]pyrimidin-6-yl)phenyl)urea (51 mg, 42% yield) as a white solid. 1H NMR (400 MHz... Starting materials: CC(=O)O, COc1cc(C#N)nc(N)n1. The product is COc1cc(CN)nc(N)n1. RXN SMILES: [C:12]([OH:13])(=[O:14])[CH3:15].[NH2:1][c:2]1[n:3][c:4]([O:10][CH3:11])[cH:5][c:6]([C:8]#[N:9])[n:7]1>>[NH2:1][c:2]1[n:3][c:4]([O:10][CH3:11])[cH:5][c:6]([CH2:8][NH2:9])[n:7]1. Procedure details: A mixture of racemic (2′S, 3S, 4′R)-6-chloro-4′-[5-chloro-2-(1-methoxycarbonyl-1-methyl-ethoxy)-pyridin-3-yl]-2′-(5-fluoro-2-methyl-phenyl) spiro[3H-indole-3,3′-piperidine]-2,6′(1H)-dione (160 mg, 0.27 mmol), LiOH.H2O (250 mg, 5.94 mol), H2O (5 mL) and methanol (15 mL) was heated at 80° C. for 40 min. After cooled to room temperature, the solution was acidified to “pH” 1 by addition of 1N HCl solution. The aqueous layer was extracted with EtOAc. The organic layer was washed with water, brine, dr... Run at temperature 80 celsius. Run in CO (methanol). Yield: 90.6%. Yields the product ClC1=CC=C2C(=C1)NC(C21C(NC(CC1C=1C(=NC=C(C1)Cl)OC(C)(C)C(=O)O)=O)C1=C(C=CC(=C1)F)C)=O (6-chloro-4′-[5-chloro-2-(1-hydroxycarbonyl-1-methyl-ethoxy)-pyridin-3-yl]-2′-(5-fluoro-2-methyl-phenyl) spiro[3H-indole-3,3′-piperidine]-2,6′(1H)-dione). Reactants: 3S, ClC1=CC=C2C(=C1)NC(C21C(NC(CC1C=1C(=NC=C(C1)Cl)OC(C)(C)C(=O)OC)=O)C1=C(C=CC(=C1)F)C)=O (6-chloro-4′-[5-chloro-2-(1-methoxycarbonyl-1-methyl-ethoxy)-pyridin-3-yl]-2′-(5-fluoro-2-methyl-phenyl) spiro[3H-indole-3,3′-piperidine]-2,6′(1H)-dione), O[Li].O (LiOH.H2O), O (H2O), Cl (HCl). RXN SMILES: [Cl:1][C:2]1[CH:7]=[C:6]2[NH:8][C:9](=[O:40])[C:10]3([CH:15]([C:16]4[C:17]([O:23][C:24]([C:27]([O:29]C)=[O:28])([CH3:26])[CH3:25])=[N:18][CH:19]=[C:20]([Cl:22])[CH:21]=4)[CH2:14][C:13](=[O:31])[NH:12][CH:11]3[C:32]3[CH:37]=[C:36]([F:38])[CH:35]=[CH:34][C:33]=3[CH3:39])[C:5]2=[CH:4][CH:3]=1.O[Li].O.O.Cl>CO>[Cl:1][C:2]1[CH:7]=[C:6]2[NH:8][C:9](=[O:40])[C:10]3([CH:15]([C:16]4[C:17]([O:23][C:24]([C:27]([OH:29])=[O:28])([CH3:25])[CH3:26])=[N:18][CH:19]=[C:20]([Cl:22])[CH:21]=4)[CH2:14][C:13](=[O:31])[NH:12][CH:11]3[C:32]3[CH:37]=[C:36]([F:38])[CH:35]=[CH:34][C:33]=3[CH3:39])[C:5]2=[CH:4][CH:3]=1 |f:1.2|. RXN SMILES: [Br:19][CH2:20][c:21]1[c:22]([Cl:35])[cH:23][c:24](-[c:28]2[cH:29][cH:30][c:31]([F:34])[cH:32][cH:33]2)[cH:25][c:26]1[Cl:27].[CH2:51]1[O:52][CH2:53][CH2:54][CH2:55]1.[CH3:14][Si:15]([Cl:16])([CH3:17])[CH3:18].[CH3:36][Si:37]([CH3:38])([CH3:39])[N-:40][Si:41]([CH3:42])([CH3:43])[CH3:44].[CH3:57][CH2:58][O:59][C:60](=[O:61])[CH3:62].[CH3:9][N:10]([CH3:11])[CH2:12][CH3:13].[Li+:45].[OH2:56].[OH:1][CH2:2][CH:3]1[CH2:4][CH2:5][C:6](=[O:8])[O:7]1.[P:46](=[O:47])([OH:48])([OH:49])[OH:50]>>[OH:1][CH2:2][CH:3]1[CH2:4][CH:5]([CH2:20][c:21]2[c:22]([Cl:35])[cH:23][c:24](-[c:28]3[cH:29][cH:30][c:31]([F:34])[cH:32][cH:33]3)[cH:25][c:26]2[Cl:27])[C:6](=[O:8])[O:7]1. The reactants are Fc1ccc(-c2cc(Cl)c(CBr)c(Cl)c2)cc1, C1CCOC1, C[Si](C)(C)Cl, C[Si](C)(C)[N-][Si](C)(C)C, CCOC(C)=O, CCN(C)C, [Li+], O, O=C1CCC(CO)O1, O=P(O)(O)O. The product is O=C1OC(CO)CC1Cc1c(Cl)cc(-c2ccc(F)cc2)cc1Cl. Starting materials: Cc1cc(Cl)cnc1CNCCCCNC(=O)OC(C)(C)C, ClCCl, CC(C)(c1ccc(F)cc1)c1cccnc1C=O. The product is Cc1cc(Cl)cnc1CN(CCCCNC(=O)OC(C)(C)C)Cc1ncccc1C(C)(C)c1ccc(F)cc1. Reaction SMILES: [C:1]([CH3:2])([CH3:3])([CH3:4])[O:5][C:6]([NH:7][CH2:8][CH2:9][CH2:10][CH2:11][NH:12][CH2:13][c:14]1[n:15][cH:16][c:17]([Cl:21])[cH:18][c:19]1[CH3:20])=[O:22].[Cl:41][CH2:42][Cl:43].[F:23][c:24]1[cH:25][cH:26][c:27]([C:30]([CH3:31])([CH3:32])[c:33]2[c:34]([CH:39]=[O:40])[n:35][cH:36][cH:37][cH:38]2)[cH:28][cH:29]1>>[C:1]([CH3:2])([CH3:3])([CH3:4])[O:5][C:6]([NH:7][CH2:8][CH2:9][CH2:10][CH2:11][N:12]([CH2:13][c:14]1[n:15][cH:16][c:17]([Cl:21])[cH:18][c:19]1[CH3:20])[CH2:39][c:34]1[c:33]([C:30]([c:27]2[cH:26][cH:25][c:24]([F:23])[cH:29][cH:28]2)([CH3:31])[CH3:32])[cH:38][cH:37][cH:36][n:35]1)=[O:22]. Starting materials: [S-]C#N.[K+] (Potassium thiocyanate), BrCCC1(S[C@H]2N(C1C(=O)OCC(Cl)(Cl)Cl)C(C2NC(CC2=CC=CC=C2)=O)=O)C (2,2,2-trichloroethyl 2-bromoethyl-2-methyl-6-(2-phenyl-acetamido)penam-3-carboxylate). Run in O (water), CC(=O)C (acetone). Reaction conditions: time 5.5 hour. The product is S(C#N)CC1(S[C@H]2N(C1C(=O)OCC(Cl)(Cl)Cl)C(C2NC(CC2=CC=CC=C2)=O)=O)C (2,2,2-trichloroethyl 2-thiocyanatomethyl-2-methyl-6-(2-phenylacetamido)penam-3-carboxylate). Yield: 80.4%. RXN SMILES: [S-:1][C:2]#[N:3].[K+].BrC[CH2:7][C:8]1([CH3:34])[CH:12]([C:13]([O:15][CH2:16][C:17]([Cl:20])([Cl:19])[Cl:18])=[O:14])[N:11]2[C:21](=[O:33])[CH:22]([NH:23][C:24](=[O:32])[CH2:25][C:26]3[CH:31]=[CH:30][CH:29]=[CH:28][CH:27]=3)[C@H:10]2[S:9]1>O.CC(C)=O>[S:1]([CH2:7][C:8]1([CH3:34])[CH:12]([C:13]([O:15][CH2:16][C:17]([Cl:18])([Cl:19])[Cl:20])=[O:14])[N:11]2[C:21](=[O:33])[CH:22]([NH:23][C:24](=[O:32])[CH2:25][C:26]3[CH:31]=[CH:30][CH:29]=[CH:28][CH:27]=3)[C@H:10]2[S:9]1)[C:2]#[N:3] |f:0.1|. Procedure: Potassium thiocyanate (1.17 g) was dissolved in a mixture of water (20 ml) and acetone (100 ml). To this solution was added 2,2,2-trichloroethyl 2-bromoethyl-2-methyl-6-(2-phenyl-acetamido)penam-3-carboxylate (5.45 g) at room temperature and the mixture was stirred for 5.5 hours at room temperature. After removing acetone under reduced pressure at room temperature, precipitates were collected by filtration, washed with ether and further washed with ethanol to give 2,2,2-trichloroethyl 2-thiocyan...